This data is from the Open Reaction Database (ORD), a public repository of structured organic reaction records. The task is: describe an organic reaction: reactants, conditions, products, and yield Starting materials: CCC(C)=O, CCCCCCCCCCCCCCCCCCNC(=O)OCC(CNS(=O)(=O)CCCCl)OC, [I-], [Na+]. The product is CCCCCCCCCCCCCCCCCCNC(=O)OCC(CNS(=O)(=O)CCCI)OC. Reaction SMILES: [CH2:38]([C:39]([CH3:40])=[O:41])[CH3:42].[Cl:1][CH2:2][CH2:3][CH2:4][S:5](=[O:6])(=[O:7])[NH:8][CH2:9][CH:10]([CH2:11][O:12][C:13]([NH:14][CH2:15][CH2:16][CH2:17][CH2:18][CH2:19][CH2:20][CH2:21][CH2:22][CH2:23][CH2:24][CH2:25][CH2:26][CH2:27][CH2:28][CH2:29][CH2:30][CH2:31][CH3:32])=[O:33])[O:34][CH3:35].[I-:37].[Na+:36]>>[CH2:2]([CH2:3][CH2:4][S:5](=[O:6])(=[O:7])[NH:8][CH2:9][CH:10]([CH2:11][O:12][C:13]([NH:14][CH2:15][CH2:16][CH2:17][CH2:18][CH2:19][CH2:20][CH2:21][CH2:22][CH2:23][CH2:24][CH2:25][CH2:26][CH2:27][CH2:28][CH2:29][CH2:30][CH2:31][CH3:32])=[O:33])[O:34][CH3:35])[I:37]. Reactants: O.O.C(C(=O)O)(=O)O (oxalic acid dihydrate), CN(C)CCC(C1=CC=CC=C1)O (N,N-dimethyl-3-hydroxy-3-phenylpropylamine), [H-].[Na+] (sodium hydride), FC1=CC=C(C#N)C=C1 (4-fluorobenzonitrile). Solvent: C(C)(=O)OCC (ethyl acetate), O (water), CS(=O)C (DMSO), CS(=O)C (DMSO), C(C)(=O)OCC (ethyl acetate). Product: C(#N)C1=CC=C(OC(CCN(C)C)C2=CC=CC=C2)C=C1 (3-(4-Cyanophenoxy)-N,N-dimethyl-3-phenylpropylamine). Isolated yield 85.7%. RXN SMILES: [CH3:1][N:2]([CH2:4][CH2:5][CH:6]([OH:13])[C:7]1[CH:12]=[CH:11][CH:10]=[CH:9][CH:8]=1)[CH3:3].[H-].[Na+].F[C:17]1[CH:24]=[CH:23][C:20]([C:21]#[N:22])=[CH:19][CH:18]=1.O.O.C(O)(=O)C(O)=O>CS(C)=O.C(OCC)(=O)C.O>[C:21]([C:20]1[CH:23]=[CH:24][C:17]([O:13][CH:6]([C:7]2[CH:12]=[CH:11][CH:10]=[CH:9][CH:8]=2)[CH2:5][CH2:4][N:2]([CH3:3])[CH3:1])=[CH:18][CH:19]=1)#[N:22] |f:1.2,4.5.6|. Procedure details: A mixture of N,N-dimethyl-3-hydroxy-3-phenylpropylamine (3.58 g, 20 mM), 50% sodium hydride dispersion (1 g) and DMSO (50 ml) was heated at 80° until homogenous, cooled to ambient temperature and treated dropwise with a solution of 4-fluorobenzonitrile (2.42 g, 20 mM) in DMSO with cooling (exothermic). After 1 h the reaction mixture was poured on to water (200 ml) and extracted with ether (2×200 ml). The ether extract was extracted with 1 N hydrochloric acid (2×50 ml), the acid extract basified ... Reactants: C(C)(=O)OC(C)=O (Acetic anhydride), C1(=CC=C(C=C1)C=CCN)C1=CC=CC=C1 (4 - biphenylyl 3 - amino - prop - 1 -ene). Run in C(=O)O (formic acid). The product is C1(=CC=C(C=C1)C(=CCNC=O)C1=CC=C(C=C1)C1=CC=CC=C1)C1=CC=CC=C1 (1, 1-di(4 biphenylyl) -3 - formamido - prop - 1 ene). RXN SMILES: C(O[C:5](=[O:7])C)(=O)C.[C:8]1([C:18]2[CH:23]=[CH:22][CH:21]=[CH:20][CH:19]=2)[CH:13]=[CH:12][C:11]([CH:14]=[CH:15][CH2:16][NH2:17])=[CH:10][CH:9]=1>C(O)=O>[C:8]1([C:18]2[CH:19]=[CH:20][CH:21]=[CH:22][CH:23]=2)[CH:9]=[CH:10][C:11]([C:14]([C:21]2[CH:22]=[CH:23][C:18]([C:8]3[CH:13]=[CH:12][CH:11]=[CH:10][CH:9]=3)=[CH:19][CH:20]=2)=[CH:15][CH2:16][NH:17][CH:5]=[O:7])=[CH:12][CH:13]=1. Procedure: Acetic anhydride (1ml) was added to a solution of 1, 1 - di(4 - biphenylyl 3 - amino - prop - 1 -ene (1g) in 99% formic acid (5ml) and the mixture was refluxed for 1 hour then poured onto ice. The solid was collected, washed with water, dried and then recrystallised from benzene/ n - propanol to furnish 1, 1-di(4 biphenylyl) -3 - formamido - prop - 1 ene (m.p. 171°- 173°C). This compound, reduced with lithium aluminium hydride in ether/tetrahydrofuran at -30°C, afforded 1, 1-di (4 -biphenylyl -3... The reactants are O=C([O-])[O-], CCI, CN(C)C=O, CCOC(C)=O, CS(=O)(=O)c1ccc(-c2n[nH]c(C(F)(F)F)c2-c2ccc(F)cc2)cc1, [K+], [K+]. Product: CCn1nc(-c2ccc(S(C)(=O)=O)cc2)c(-c2ccc(F)cc2)c1C(F)(F)F. As a reaction SMILES: [C:30](=[O:31])([O-:32])[O-:33].[CH2:27]([CH3:28])[I:29].[CH3:36][N:37]([CH3:38])[CH:39]=[O:40].[CH3:41][CH2:42][O:43][C:44](=[O:45])[CH3:46].[F:1][c:2]1[cH:3][cH:4][c:5](-[c:8]2[c:9](-[c:17]3[cH:18][cH:19][c:20]([S:23](=[O:24])(=[O:25])[CH3:26])[cH:21][cH:22]3)[n:10][nH:11][c:12]2[C:13]([F:14])([F:15])[F:16])[cH:6][cH:7]1.[K+:34].[K+:35]>>[F:1][c:2]1[cH:3][cH:4][c:5](-[c:8]2[c:9](-[c:17]3[cH:18][cH:19][c:20]([S:23](=[O:24])(=[O:25])[CH3:26])[cH:21][cH:22]3)[n:10][n:11]([CH2:27][CH3:28])[c:12]2[C:13]([F:14])([F:15])[F:16])[cH:6][cH:7]1. Reactants: FC(C(=O)NC1=CC=C2CCC(C2=C1)=O)(F)F (6-(trifluoroacetamido)indan-1-one), C(C)(=O)OCC (ethyl acetate). Reagents/catalysts: [Pd] (palladium on carbon). Solvent: CN(C=O)C (dimethylformamide). Conditions: time 72 hour. Product: OC1CCC2=CC=C(C=C12)NC(C(F)(F)F)=O (1-hydroxy-6-(trifluoroacetamido)indane). The yield is 56.1%. Reaction SMILES: [F:1][C:2]([F:17])([F:16])[C:3]([NH:5][C:6]1[CH:14]=[C:13]2[C:9]([CH2:10][CH2:11][C:12]2=[O:15])=[CH:8][CH:7]=1)=[O:4].C(OCC)(=O)C>[Pd].CN(C)C=O>[OH:15][CH:12]1[C:13]2[C:9](=[CH:8][CH:7]=[C:6]([NH:5][C:3](=[O:4])[C:2]([F:16])([F:17])[F:1])[CH:14]=2)[CH2:10][CH2:11]1. Procedure details: A mixture of 10% (w/w) palladium on carbon (2.34 g), 6-(trifluoroacetamido)indan-1-one (7.79 g), ethyl acetate (53 ml) and dimethylformamide (11 ml) was hydrogenated at atmospheric pressure for 72 h. The reaction mixture was filtered through diatomaceous earth with ethyl acetate wash and evaporated. The residue was flash chromatographed, eluting with 95:5 methylene chloride:methanol, and triturated with ether to give 1-hydroxy-6-(trifluoroacetamido)indane (4.41 g, 56%) as a colorless solid; mp 1... Starting materials: OC=1C=C(C(=O)NC2=NC=C(N=C2)C)C=C(C1)O[C@@H]1C(N(CC1)C)=O (3-hydroxy-5-[(3S)-1-methyl-2-oxo-pyrrolidin-3-yl]oxy-N-(5-methylpyrazin-2-yl)benzamide), OC=1C=C(C(=O)NC2=NC=C(N=C2)C)C=C(C1)O[C@@H]1C(N(CC1)C)=O (3-hydroxy-5-[(3S)-1-methyl-2-oxo-pyrrolidin-3-yl]oxy-N-(5-methylpyrazin-2-yl)benzamide), BrC=1C=CC(=NC1)C(=O)N(C)C (5-bromo-N,N-dimethyl-pyridine-2-carboxamide), C([O-])([O-])=O.[Cs+].[Cs+] (cesium carbonate), tris(triphenylphosphine)copper bromide. Run in CN(C(C)=O)C (N,N-dimethylacetamide). Yields the product CN(C(=O)C1=NC=C(C=C1)OC1=CC(=CC(=C1)C(NC1=NC=C(N=C1)C)=O)O[C@@H]1C(N(CC1)C)=O)C (N,N-dimethyl-5-[3-[(3S)-1-methyl-2-oxo-pyrrolidin-3-yl]oxy-5-[(5-methylpyrazin-2-yl)carbamoyl]phenoxy]pyridine-2-carboxamide). The yield is 23.0%. RXN SMILES: [OH:1][C:2]1[CH:3]=[C:4]([CH:15]=[C:16]([O:18][C@H:19]2[CH2:23][CH2:22][N:21]([CH3:24])[C:20]2=[O:25])[CH:17]=1)[C:5]([NH:7][C:8]1[CH:13]=[N:12][C:11]([CH3:14])=[CH:10][N:9]=1)=[O:6].Br[C:27]1[CH:28]=[CH:29][C:30]([C:33]([N:35]([CH3:37])[CH3:36])=[O:34])=[N:31][CH:32]=1.C(=O)([O-])[O-].[Cs+].[Cs+]>CN(C)C(=O)C>[CH3:36][N:35]([CH3:37])[C:33]([C:30]1[CH:29]=[CH:28][C:27]([O:1][C:2]2[CH:3]=[C:4]([C:5](=[O:6])[NH:7][C:8]3[CH:13]=[N:12][C:11]([CH3:14])=[CH:10][N:9]=3)[CH:15]=[C:16]([O:18][C@H:19]3[CH2:23][CH2:22][N:21]([CH3:24])[C:20]3=[O:25])[CH:17]=2)=[CH:32][N:31]=1)=[O:34] |f:2.3.4|. Procedure: A mixture of 3-hydroxy-5-[(3S)-1-methyl-2-oxo-pyrrolidin-3-yl]oxy-N-(5-methylpyrazin-2-yl)benzamide (Intermediate 18) (206 mg, 0.6 mmol), 5-bromo-N,N-dimethyl-pyridine-2-carboxamide (CAS no. 845305-86-4) (165 mg, 0.72 mmol), cesium carbonate (587 mg, 1.8 mmol) and tris(triphenylphosphine)copper bromide (CAS no. 15709-74-7) (112 mg, 0.12 mmol) in N,N-dimethylacetamide (5 mL) was stirred at 160° C. for 6 hours. The N,N-dimethylacetamide was evaporated under reduced pressure and the residue was dis...